Dataset: the Open Reaction Database (ORD), a public repository of structured organic reaction records. Task: describe an organic reaction: reactants, conditions, products, and yield The reactants are [BH3-]C#N, CCOc1ccc2ccccc2c1C=O, CC(=O)O, CCO, CCN(C(C)C)C(C)C, [Na+], c1ccc2sc(NC3CCNCC3)nc2c1. The product is CCOc1ccc2ccccc2c1CN1CCC(Nc2nc3ccccc3s2)CC1. As a reaction SMILES: [C:45]([BH3-:46])#[N:47].[CH2:17]([CH3:18])[O:19][c:20]1[c:21]([CH:30]=[O:31])[c:22]2[cH:23][cH:24][cH:25][cH:26][c:27]2[cH:28][cH:29]1.[CH3:41][C:42](=[O:43])[OH:44].[CH3:49][CH2:50][OH:51].[CH:32]([N:33]([CH:34]([CH3:35])[CH3:36])[CH2:37][CH3:38])([CH3:39])[CH3:40].[Na+:48].[s:1]1[c:2]([NH:10][CH:11]2[CH2:12][CH2:13][NH:14][CH2:15][CH2:16]2)[n:3][c:4]2[c:5]1[cH:6][cH:7][cH:8][cH:9]2>>[s:1]1[c:2]([NH:10][CH:11]2[CH2:12][CH2:13][N:14]([CH2:30][c:21]3[c:20]([O:19][CH2:17][CH3:18])[cH:29][cH:28][c:27]4[c:22]3[cH:23][cH:24][cH:25][cH:26]4)[CH2:15][CH2:16]2)[n:3][c:4]2[c:5]1[cH:6][cH:7][cH:8][cH:9]2. Starting materials: COC(=O)N1C(CC(CC1)C(=O)O)C1=CC(=CC=C1)C(F)(F)F (1-(Methoxycarbonyl)-2-(3-(trifluoromethyl)phenyl)piperidine-4-carboxylic acid), COC(=O)N1C(CC(CC1)C(=O)O)C1=CC(=CC=C1)C(F)(F)F (1-(Methoxycarbonyl)-2-(3-(trifluoromethyl)phenyl)piperidine-4-carboxylic acid), N1(C=NC=C1)C(=O)N1C=NC=C1 (di(1H-imidazol-1-yl)methanone), Cl (HCl), C(C)OC(CC(=O)[O-])=O.[K+] (potassium 3-ethoxy-3-oxopropanoate), [Cl-].[Mg+2].[Cl-] (magnesium chloride). The solvent is CN1C(CNC2=C1C(=O)N=C(N2)N)CNC3=CC=C(C=C3)C(=O)NC(CCC(=O)O)C(=O)O (methyl THF), CN1C(CNC2=C1C(=O)N=C(N2)N)CNC3=CC=C(C=C3)C(=O)NC(CCC(=O)O)C(=O)O (methyl THF), O (water), CC(C)(C)OC (MTBE). Reaction conditions: time 3 hour. Product: C(C)OC(CC(=O)[C@H]1C[C@@H](N(CC1)C(=O)OC)C1=CC(=CC=C1)C(F)(F)F)=O (trans-methyl 4-(3-ethoxy-3-oxopropanoyl)-2-(3-(trifluoromethyl)phenyl)-piperidine-1-carboxylate), C(C)OC(CC(=O)[C@@H]1C[C@@H](N(CC1)C(=O)OC)C1=CC(=CC=C1)C(F)(F)F)=O (cis-methyl 4-(3-ethoxy-3-oxopropanoyl)-2-(3-(trifluoromethyl)phenyl)piperidine-1-carboxylate). Yield: 38.0%. Reaction SMILES: [CH3:1][O:2][C:3]([N:5]1[CH2:10][CH2:9][CH:8]([C:11](O)=[O:12])[CH2:7][CH:6]1[C:14]1[CH:19]=[CH:18][CH:17]=[C:16]([C:20]([F:23])([F:22])[F:21])[CH:15]=1)=[O:4].N1(C(N2C=CN=C2)=O)C=CN=C1.[CH2:36]([O:38][C:39](=[O:44])[CH2:40][C:41]([O-:43])=O)[CH3:37].[K+].[Cl-].[Mg+2].[Cl-].Cl>CN1C2C(N=C(N)NC=2NCC1CNC1C=CC(C(NC(C(O)=O)CCC(O)=O)=O)=CC=1)=O.O.CC(OC)(C)C>[CH2:36]([O:38][C:39](=[O:44])[CH2:40][C:11]([C@@H:8]1[CH2:9][CH2:10][N:5]([C:3]([O:2][CH3:1])=[O:4])[C@@H:6]([C:14]2[CH:19]=[CH:18][CH:17]=[C:16]([C:20]([F:23])([F:22])[F:21])[CH:15]=2)[CH2:7]1)=[O:12])[CH3:37].[CH2:36]([O:38][C:39](=[O:44])[CH2:40][C:41]([C@H:8]1[CH2:9][CH2:10][N:5]([C:3]([O:2][CH3:1])=[O:4])[C@@H:6]([C:14]2[CH:19]=[CH:18][CH:17]=[C:16]([C:20]([F:23])([F:22])[F:21])[CH:15]=2)[CH2:7]1)=[O:43])[CH3:37] |f:2.3,4.5.6|. Procedure details: 1-(Methoxycarbonyl)-2-(3-(trifluoromethyl)phenyl)piperidine-4-carboxylic acid (1.479 g, 4.46 mmol) (reference compound 12) was dissolved into methyl THF (50 mL), then di(1H-imidazol-1-yl)methanone (1.086 g, 6.70 mmol) was added. The mixture was stirred at room temperature under nitrogen for 3 h (flask 1). In a separate flask potassium 3-ethoxy-3-oxopropanoate (1.368 g, 8.04 mmol) was suspended in methyl THF (50.0 mL), then magnesium chloride (0.765 g, 8.04 mmol) was added. The suspension was sti... Reactants: COC(=O)c1cc2cc(CBr)cc([N+](=O)[O-])c2n1C(=O)OC(C)(C)C, CC(=O)[O-], CN(C)C=O, [Na+]. The product is COC(=O)c1cc2cc(COC(C)=O)cc([N+](=O)[O-])c2n1C(=O)OC(C)(C)C. As a reaction SMILES: [CH3:1][O:2][C:3](=[O:4])[c:5]1[n:6]([C:19](=[O:20])[O:21][C:22]([CH3:23])([CH3:24])[CH3:25])[c:7]2[c:8]([N+:16](=[O:17])[O-:18])[cH:9][c:10]([CH2:14][Br:15])[cH:11][c:12]2[cH:13]1.[CH3:27][C:28]([O-:29])=[O:30].[CH3:31][N:32]([CH3:33])[CH:34]=[O:35].[Na+:26]>>[CH3:1][O:2][C:3](=[O:4])[c:5]1[n:6]([C:19](=[O:20])[O:21][C:22]([CH3:23])([CH3:24])[CH3:25])[c:7]2[c:8]([N+:16](=[O:17])[O-:18])[cH:9][c:10]([CH2:14][O:30][C:28]([CH3:27])=[O:29])[cH:11][c:12]2[cH:13]1. Reactants: CN(CC=1C(=C(C=CC1)C1=CC=CC=C1)C)C (N,N,2-trimethyl-[1,1'-biphenyl]-3-methanamine), ClC(=O)OCC (ethyl chloroformate). The solvent is C1(=CC=CC=C1)C (toluene), C1(=CC=CC=C1)C (toluene). Reaction conditions: temperature 80 celsius. Yields the product ClCC=1C(=C(C=CC1)C1=CC=CC=C1)C (3-chloromethyl-2-methyl-[1,1'-biphenyl]). Yield: 104.9%. RXN SMILES: CN(C)[CH2:3][C:4]1[C:5]([CH3:16])=[C:6]([C:10]2[CH:15]=[CH:14][CH:13]=[CH:12][CH:11]=2)[CH:7]=[CH:8][CH:9]=1.[Cl:18]C(OCC)=O>C1(C)C=CC=CC=1>[Cl:18][CH2:3][C:4]1[C:5]([CH3:16])=[C:6]([C:10]2[CH:15]=[CH:14][CH:13]=[CH:12][CH:11]=2)[CH:7]=[CH:8][CH:9]=1. Procedure: Under a dry nitrogen atmosphere, 0.5 g (0.0022 mole) of N,N,2-trimethyl-[1,1'-biphenyl]-3-methanamine was dissolved in 5.5 ml of dry toluene with stirring and the solution was heated to 80° C. A solution of 0.36 g (0.0033 mole) of ethyl chloroformate in 1.1 ml of dry toluene was added dropwise during 5 minutes. The reaction mixture was stirred for 3.3 hours at 80° C., then cooled to room temperature and filtered. The solvent was removed from the filtrate under reduced pressure to give 0.5 g (100... Starting materials: C(C=C)OC(=O)N1[C@@H](C[C@H](C1)OS(=O)(=O)C)CN1C=CN2N=CC=C21 ((2S,4R)-1-allyloxycarbonyl-2-(imidazo [1,2-b]pyrazol-1-yl)methyl-4-methanesulfonyloxypyrrolidine), C(C)(=S)[O-].[K+] (potassium thioacetate), C(C)(=O)OCC (ethyl acetate), [Cl-].[Na+] (sodium chloride). The solvent is C(C)#N (acetonitrile). Product: C(C)(=O)S[C@H]1C[C@H](N(C1)C(=O)OCC=C)CN1C=CN2N=CC=C21 ((2S,4S)-4-acetylthio-1-allyloxycarbonyl -2-(imidazo[1,2-b]pyrazol-1-yl)methylpyrrolidine). Isolated yield 81.0%. Reaction SMILES: [CH2:1]([O:4][C:5]([N:7]1[CH2:11][C@H:10](OS(C)(=O)=O)[CH2:9][C@H:8]1[CH2:17][N:18]1[C:25]2[N:21]([N:22]=[CH:23][CH:24]=2)[CH:20]=[CH:19]1)=[O:6])[CH:2]=[CH2:3].[C:26]([O-:29])(=[S:28])[CH3:27].[K+].C(OCC)(=O)C.[Cl-].[Na+]>C(#N)C>[C:26]([S:28][C@@H:10]1[CH2:11][N:7]([C:5]([O:4][CH2:1][CH:2]=[CH2:3])=[O:6])[C@H:8]([CH2:17][N:18]2[C:25]3[N:21]([N:22]=[CH:23][CH:24]=3)[CH:20]=[CH:19]2)[CH2:9]1)(=[O:29])[CH3:27] |f:1.2,4.5|. Reported procedure: A solution of (2S,4R)-1-allyloxycarbonyl-2-(imidazo [1,2-b]pyrazol-1-yl)methyl-4-methanesulfonyloxypyrrolidine (3.04 g) and potassium thioacetate (1.41 g) in acetonitrile (60 ml) was stirred under refluxing for 4 hours. To the reaction mixture were added ethyl acetate (100 ml) and aqueous sodium chloride (50 ml) with stirring and then the organic layer was separated. The organic layer was washed with saturated aqueous sodium chloride, dried over anhydrous magnesium sulfate and evaporated in vacu...